This data is from the Open Reaction Database (ORD), a public repository of structured organic reaction records. The task is: describe an organic reaction: reactants, conditions, products, and yield The reactants are C([O-])([O-])=O.[K+].[K+] (potassium carbonate), BrC1=CC=C(C=C1)CN1C(CN(CC1)C(=O)OC(C)(C)C)=O (1,1-dimethylethyl 4-[(4-bromophenyl)methyl]-3-oxo-1-piperazinecarboxylate), Intermediate 52, Intermediate 72, CC(C)OC(N[C@@H]1C[C@@H](N(C2=CC=C(C=C12)B1OC(C(O1)(C)C)(C)C)C(C)=O)C)=O (1-methylethyl[(2S,4R)-1-acetyl-2-methyl-6-(4,4,5,5-tetramethyl-1,3,2-dioxaborolan-2-yl)-1,2,3,4-tetrahydro-4-quinolinyl]carbamate), O1CCOCC1 (1,4-dioxane). Reagents/catalysts: C1=CC=C(C=C1)P([C-]2C=CC=C2)C3=CC=CC=C3.C1=CC=C(C=C1)P([C-]2C=CC=C2)C3=CC=CC=C3.Cl[Pd]Cl.[Fe+2] ([1,1′-bis(diphenylphosphino)ferrocene]dichloropalladium(II)). Run in O (water). Run at temperature 120 celsius, time 30 minute. Yields the product C(C)(=O)N1[C@H](C[C@H](C2=CC(=CC=C12)C1=CC=C(C=C1)CN1C(CN(CC1)C(=O)OC(C)(C)C)=O)NC(=O)OC(C)C)C (1,1-dimethylethyl 4-({4-[(2S,4R)-1-acetyl-2-methyl-4-({[(1-methylethyl)oxy]carbonyl}amino)-1,2,3,4-tetrahydro-6-quinolinyl]phenyl}methyl)-3-oxo-1-piperazinecarboxylate). Isolated yield 104.0%. As a reaction SMILES: Br[C:2]1[CH:7]=[CH:6][C:5]([CH2:8][N:9]2[CH2:14][CH2:13][N:12]([C:15]([O:17][C:18]([CH3:21])([CH3:20])[CH3:19])=[O:16])[CH2:11][C:10]2=[O:22])=[CH:4][CH:3]=1.[CH3:23][CH:24]([O:26][C:27](=[O:52])[NH:28][C@H:29]1[C:38]2[C:33](=[CH:34][CH:35]=[C:36](B3OC(C)(C)C(C)(C)O3)[CH:37]=2)[N:32]([C:48](=[O:50])[CH3:49])[C@@H:31]([CH3:51])[CH2:30]1)[CH3:25].C(=O)([O-])[O-].[K+].[K+].O1CCOCC1>C1C=CC(P(C2C=CC=CC=2)[C-]2C=CC=C2)=CC=1.C1C=CC(P(C2C=CC=CC=2)[C-]2C=CC=C2)=CC=1.Cl[Pd]Cl.[Fe+2].O>[C:48]([N:32]1[C:33]2[C:38](=[CH:37][C:36]([C:2]3[CH:7]=[CH:6][C:5]([CH2:8][N:9]4[CH2:14][CH2:13][N:12]([C:15]([O:17][C:18]([CH3:21])([CH3:20])[CH3:19])=[O:16])[CH2:11][C:10]4=[O:22])=[CH:4][CH:3]=3)=[CH:35][CH:34]=2)[C@H:29]([NH:28][C:27]([O:26][CH:24]([CH3:25])[CH3:23])=[O:52])[CH2:30][C@@H:31]1[CH3:51])(=[O:50])[CH3:49] |f:2.3.4,6.7.8.9|. Procedure details: A flask was charged with 1,1-dimethylethyl 4-[(4-bromophenyl)methyl]-3-oxo-1-piperazinecarboxylate (for a preparation, see Intermediate 72) (111 mg, 0.3 mmol), 1-methylethyl[(2S,4R)-1-acetyl-2-methyl-6-(4,4,5,5-tetramethyl-1,3,2-dioxaborolan-2-yl)-1,2,3,4-tetrahydro-4-quinolinyl]carbamate (for a preparation, see Intermediate 52) (250 mg, 0.600 mmol), potassium carbonate (124 mg, 0.900 mmol) and [1,1′-bis(diphenylphosphino)ferrocene]dichloropalladium(II) (21.95 mg, 0.030 mmol) then filled with 1,...